Dataset: the Open Reaction Database (ORD), a public repository of structured organic reaction records. Task: describe an organic reaction: reactants, conditions, products, and yield The reactants are C1C2(CCC3=CC=CC(=C13)C(=O)OC)OCCO2 (Methyl 3′,4′-dihydro-1′H-spiro[[1,3]dioxolane-2,2′-naphthalene]-8′-carboxylate), CC(C)C[AlH]CC(C)C (DIBAL-H), ice water, ice water, CC(C)C[AlH]CC(C)C (DIBAL-H). Product: C1C2(CCC3=CC=CC(=C13)CO)OCCO2 ((3′,4′-Dihydro-1′H-spiro[[1,3]dioxolane-2,2′-naphthalen]-8′-yl)methanol). As a reaction SMILES: [CH2:1]1[C:10]2[C:5](=[CH:6][CH:7]=[CH:8][C:9]=2[C:11](OC)=[O:12])[CH2:4][CH2:3][C:2]21[O:18][CH2:17][CH2:16][O:15]2.CC(C[AlH]CC(C)C)C>C1COCC1>[CH2:1]1[C:10]2[C:5](=[CH:6][CH:7]=[CH:8][C:9]=2[CH2:11][OH:12])[CH2:4][CH2:3][C:2]21[O:15][CH2:16][CH2:17][O:18]2. The solvent is C1CCOC1 (THF). Reported procedure: To a round bottom flask containing methyl 3′,4′-dihydro-1′H-spiro[[1,3]dioxolane-2,2′-naphthalene]-8′-carboxylate (19-2) (1.88 g, 7.57 mmol) was added anhydrous THF (15 ml). The reaction mixture was then cooled to 0 C (ice water bath) while stirring under N2. Then added DIBAL-H (24 mL, 24.00 mmol) dropwise over 10 minutes with stirring. Stirred at 0 C for 10 minutes, then permitted to warm to room temperature. Followed by LC/MS. Stirred overnight at room temperature, noticed there was still some... Starting materials: CC1=C([N+](=C(C=C1)C)[O-])C#N (3,6-dimethyl-2-pyridine-carbonitrile 1-oxide), C(C)(=O)OC(C)=O (acetic anhydride), ice, C([O-])(O)=O.[Na+] (sodium bicarbonate). The product is C(C)(=O)OCC1=NC(=C(C=C1)C)C#N ((6-Cyano-5-methyl-2-pyridinyl)methyl acetate). Yield: 67.0%. As a reaction SMILES: [CH3:1][C:2]1[CH:7]=[CH:6][C:5]([CH3:8])=[N+:4]([O-])[C:3]=1[C:10]#[N:11].C(=O)(O)[O-].[Na+].[C:17]([O:20]C(=O)C)(=[O:19])[CH3:18]>>[C:17]([O:20][CH2:8][C:5]1[CH:6]=[CH:7][C:2]([CH3:1])=[C:3]([C:10]#[N:11])[N:4]=1)(=[O:19])[CH3:18] |f:1.2|. Procedure: To acetic anhydride (20 ml) at 120° was added 3,6-dimethyl-2-pyridine-carbonitrile 1-oxide (5.28 g) and the solution heated at 120° for 5 minutes then under reflux for 2 hours. After cooling the solution was added to ice (ca. 150 g) and the mixture neutralized with sodium bicarbonate. It was extracted with ether (170 ml then 2×75 ml) and the combined extracts washed with brine (60 ml), dried (MgSO4) and concentrated in vacuo. The residue was purified by Biotage chromatography eluting with 2:1 he... Starting materials: BrCC(=O)C1=CC=CC2=CC=CC=C12 (2-bromoacetylnaphthalene), ClCCCl (1,2-dichloroethane). The reagents and catalysts are [Br-].C(CCC)[N+](CCCC)(CCCC)CCCC (tetra-n-butyl ammonium bromide). Yields the product ClCC(=O)C1=CC=CC2=CC=CC=C12 (2-chloroacetylnaphthalene). RXN SMILES: Br[CH2:2][C:3]([C:5]1[C:14]2[C:9](=[CH:10][CH:11]=[CH:12][CH:13]=2)[CH:8]=[CH:7][CH:6]=1)=[O:4].[Cl:15]CCCl>[Br-].C([N+](CCCC)(CCCC)CCCC)CCC>[Cl:15][CH2:2][C:3]([C:5]1[C:14]2[C:9](=[CH:10][CH:11]=[CH:12][CH:13]=2)[CH:8]=[CH:7][CH:6]=1)=[O:4] |f:2.3|. Procedure details: A solution of 2-bromoacetylnaphthalene (7.00 g) and tetra-n-butyl ammonium bromide (0.905 g) in 1,2-dichloroethane (226 ml) was refluxed for 3.5 hours, evaporated in vacuo and extracted with dichloromethane. The extract was washed with brine, dried over magnesium sulfate, and evaporated in vacuo. The residue was washed with n-hexane to afford 2-chloroacetylnaphthalene (5.43 g) as a yellow powder. Starting materials: NC1=NC(=C(C(=C1)Br)OC)Br (2-amino-4,6-dibromo-5-methoxy-pyridine), C(#C)C1=CC=CC=C1 (ethynylbenzene). Reagents/catalysts: Cl[Pd]([P](C1=CC=CC=C1)(C2=CC=CC=C2)C3=CC=CC=C3)([P](C4=CC=CC=C4)(C5=CC=CC=C5)C6=CC=CC=C6)Cl (Dichlorobis(triphenylphosphine)palladium(II)), [Cu]I (copper(I) iodide). The solvent is C1CCOC1 (THF). Conditions: temperature 50 celsius, time 1 hour. Yields the product BrC1=CC(=NC(=C1OC)C#CC1=CC=CC=C1)N (4-bromo-5-methoxy-6-(2-phenylethynyl)pyridin-2-amine). As a reaction SMILES: [NH2:1][C:2]1[CH:7]=[C:6]([Br:8])[C:5]([O:9][CH3:10])=[C:4](Br)[N:3]=1.[C:12]([C:14]1[CH:19]=[CH:18][CH:17]=[CH:16][CH:15]=1)#[CH:13]>Cl[Pd](Cl)([P](C1C=CC=CC=1)(C1C=CC=CC=1)C1C=CC=CC=1)[P](C1C=CC=CC=1)(C1C=CC=CC=1)C1C=CC=CC=1.[Cu]I.C1COCC1>[Br:8][C:6]1[C:5]([O:9][CH3:10])=[C:4]([C:13]#[C:12][C:14]2[CH:19]=[CH:18][CH:17]=[CH:16][CH:15]=2)[N:3]=[C:2]([NH2:1])[CH:7]=1 |^1:22,41|. Reported procedure: Dichlorobis(triphenylphosphine)palladium(II) (17 mg, 25 μmol) is added to a mixture of 2-amino-4,6-dibromo-5-methoxy-pyridine A1 (70 mg, 0.25 mmol), ethynylbenzene (55 μl, 0.50 mmol), copper(I) iodide (5 mg, 25 μmol) triethylamine (140 μl,1 mmol) and THF (1 ml) under argon atmosphere and is stirred at 50° C. for 1 h. The mixture is concentrated in vacuo and the product purified by RP HPLC. Yield: 35 mg (47%). HPLC-MS: tR=1.21 min (METHOD—1).